This data is from the Open Reaction Database (ORD), a public repository of structured organic reaction records. The task is: describe an organic reaction: reactants, conditions, products, and yield Starting materials: C1(CCCC1)OC=1C=C(C=CC1OC)/C=C(\CC(=O)O)/C(=O)OC ((3E)-4-[3-(cyclopentyloxy)-4-methoxyphenyl]-3-(methoxycarbonyl)-3-butenoic acid), N,N-DMF, C(C(=O)Cl)(=O)Cl (oxalyl chloride). Run in C(Cl)Cl (methylene chloride). Product: COC(=O)\C(\CC(=O)OC)=C\C1=CC(=C(C=C1)OC)OC1CCCC1 (methyl (3E)-3-methoxycarbonyl-4-(3-cyclopentoxy-4-methoxyphenyl)-3-butenoate). As a reaction SMILES: [CH:1]1([O:6][C:7]2[CH:8]=[C:9](/[CH:15]=[C:16](/[C:21]([O:23][CH3:24])=[O:22])\[CH2:17][C:18]([OH:20])=[O:19])[CH:10]=[CH:11][C:12]=2[O:13][CH3:14])[CH2:5][CH2:4][CH2:3][CH2:2]1.[C:25](Cl)(=O)C(Cl)=O>C(Cl)Cl>[CH3:24][O:23][C:21](/[C:16](=[CH:15]/[C:9]1[CH:10]=[CH:11][C:12]([O:13][CH3:14])=[C:7]([O:6][CH:1]2[CH2:2][CH2:3][CH2:4][CH2:5]2)[CH:8]=1)/[CH2:17][C:18]([O:20][CH3:25])=[O:19])=[O:22]. Procedure: 1.67 g (0.005 mol) of (3E)-4-[3-(cyclopentyloxy)-4-methoxyphenyl]-3-(methoxycarbonyl)-3-butenoic acid are suspended in 8 ml of methylene chloride. 0.36 ml of N,N-DMF (0.005 mol), are added under stirring at room temperature, the solution is cooled to 0° C. and 0.87 ml (0.01 mol) of oxalyl chloride is added. Reaction conditions: time 4 hour. Reaction SMILES: [CH2:1]([C:6]12[CH2:13][CH2:12][C:9]([C@H:14]3[CH2:19][CH2:18][C@H:17]([C:20](=O)[CH2:21][CH3:22])[CH2:16][CH2:15]3)([CH2:10][CH2:11]1)[CH2:8][CH2:7]2)[CH2:2][CH2:3][CH2:4][CH3:5].C(C12CCC([C@H]3CC[C@H](C#N)CC3)(CC1)CC2)CCCC.C([Mg]Br)C.[OH-].[K+].NN>C(O)COCCOCCO>[CH2:1]([C:6]12[CH2:13][CH2:12][C:9]([C@H:14]3[CH2:19][CH2:18][C@H:17]([CH2:20][CH2:21][CH3:22])[CH2:16][CH2:15]3)([CH2:10][CH2:11]1)[CH2:8][CH2:7]2)[CH2:2][CH2:3][CH2:4][CH3:5] |f:3.4|. The product is C(CCCC)C12CCC(CC1)(CC2)[C@@H]2CC[C@H](CC2)CCC (1-n-pentyl-4-(trans-4-n-propylcyclohexyl)-bicyclo[2.2.2]octane). Reported procedure: A mixture of 3.2 g of 1-n-pentyl-4-(trans-4-propionylcyclohexyl)-bicyclo[2.2.2]octane [obtainable by reacting 1-n-pentyl-4-(trans-4-cyanocyclohexyl)-bicyclo[2.2.2]octane (German Offenlegungsschrift Pat. No. 3,246,440) with C2H5MgBr and hydrolysing the product], 3 g of KOH, 5 ml of 85% hydrazine and 50 ml of triethylene glycol is heated at 120° C. for 1 hour. The temperature is increased slowly until the resulting hydrazone is decomposed, and the mixture is boiled for a further 4 hours, cooled an... Starting materials: C(CCCC)C12CCC(CC1)(CC2)[C@@H]2CC[C@H](CC2)C(CC)=O (1-n-pentyl-4-(trans-4-propionylcyclohexyl)-bicyclo[2.2.2]octane), C(C)[Mg]Br (C2H5MgBr), [OH-].[K+] (KOH), NN (hydrazine), C(CCCC)C12CCC(CC1)(CC2)[C@@H]2CC[C@H](CC2)C#N (1-n-pentyl-4-(trans-4-cyanocyclohexyl)-bicyclo[2.2.2]octane), hydrazone. Run in C(COCCOCCO)O (triethylene glycol). Reaction SMILES: C([O:8][CH2:9][C:10]1[CH:15]=[CH:14][CH:13]=[CH:12][CH:11]=1)C1C=CC=CC=1.[C:16]1([OH:22])[CH:21]=[CH:20][CH:19]=[CH:18][CH:17]=1.[CH3:23]O>[Pd]>[CH3:23][C:10]([CH3:11])([CH2:15][CH2:14][CH2:13][CH3:12])[C:9]([C:18]1[CH:17]=[C:16]([OH:22])[CH:21]=[CH:20][CH:19]=1)=[O:8]. The yield is 83.0%. Yields the product CC(C(=O)C=1C=C(C=CC1)O)(CCCC)C (3-(2,2-dimethyl hexanoyl)phenol). Reported procedure: The benzyl ether of the desired phenol (26 g) was taken in methanol (150 ml) and this solution was hydrogenated in a Parr apparatus under an atmosphere of hydrogen (45-50 lbs./sq.in.) in the presence of 10% palladium on charcoal (10 g). After 20-24 hours, the suspension was filtered on celite; all methanol was removed to obtain the desired phenol in about 83% yield (15.4 g) as a coloress liquid. The reagents and catalysts are [Pd] (palladium on charcoal). Reactants: C(C1=CC=CC=C1)OCC1=CC=CC=C1 (benzyl ether), C1(=CC=CC=C1)O (phenol), CO (methanol). Reaction conditions: time 22 hour. Starting materials: P(=O)(Cl)(Cl)Cl (phosphorus oxychloride), C(C1=CC=CC=C1)N1C(NC(C(C1=O)C1=CC=CC=C1)=O)=O (3-benzyl-5-phenylpyrimidine-2,4,6(1H,3H)-trione), ice water. The solvent is C(C)O (ethanol). Conditions: time 90 minute. Yields the product C(C1=CC=CC=C1)N1C(NC(=C(C1=O)C1=CC=CC=C1)Cl)=O (3-benzyl-6-chloro-5-phenylpyrimidine-2,4(1H,3H)-dione). As a reaction SMILES: P(Cl)(Cl)([Cl:3])=O.[CH2:6]([N:13]1[C:18](=[O:19])[CH:17]([C:20]2[CH:25]=[CH:24][CH:23]=[CH:22][CH:21]=2)[C:16](=O)[NH:15][C:14]1=[O:27])[C:7]1[CH:12]=[CH:11][CH:10]=[CH:9][CH:8]=1>C(O)C>[CH2:6]([N:13]1[C:18](=[O:19])[C:17]([C:20]2[CH:25]=[CH:24][CH:23]=[CH:22][CH:21]=2)=[C:16]([Cl:3])[NH:15][C:14]1=[O:27])[C:7]1[CH:12]=[CH:11][CH:10]=[CH:9][CH:8]=1. Procedure details: To 64 ml of 50% ethanol, 300 ml (844 mmol) of phosphorus oxychloride was added drop by drop, with stirring under ice cooling conditions. To this solution, 120 g (380 mmol) of 3-benzyl-5-phenylpyrimidine-2,4,6(1H,3H)-trione was added little by little. This mixture was stirred at 50° C. for 30 minutes and then at 100° C. for 90 minutes. After cooling, the reaction mixture was poured into ice water and stirred for 1 hour. The resulting precipitate was collected by filtration, washed with water and ... Reactants: CC(=O)N1CCc2nc(N)sc2C1, CCO, [Cl-], [NH4+], [Na+], [OH-]. Product: Nc1nc2c(s1)CNCC2. Reaction SMILES: [C:1](=[O:2])([CH3:3])[N:4]1[CH2:5][c:6]2[c:7]([n:10][c:11]([NH2:13])[s:12]2)[CH2:8][CH2:9]1.[CH3:18][CH2:19][OH:20].[Cl-:16].[NH4+:17].[Na+:15].[OH-:14]>>[NH:4]1[CH2:5][c:6]2[c:7]([n:10][c:11]([NH2:13])[s:12]2)[CH2:8][CH2:9]1. Starting materials: N1=CC=C(C=C1)B(O)O (4-pyridineboronic acid), 1,1-bisdiphenylphosphinoferrocene dichloropalladium, C([O-])([O-])=O.[Na+].[Na+] (sodium carbonate), IC=1N=C(NC1)CCC (4-Iodo-2-propylimidazole). The solvent is O1CCOCC1.O (dioxane water). The product is C(CC)C=1NC=C(N1)C1=CC=NC=C1 (2-propyl-4-(4-pyridyl)imidazole). Isolated yield 37.0%. As a reaction SMILES: I[C:2]1[N:3]=[C:4]([CH2:7][CH2:8][CH3:9])[NH:5][CH:6]=1.[N:10]1[CH:15]=[CH:14][C:13](B(O)O)=[CH:12][CH:11]=1.C(=O)([O-])[O-].[Na+].[Na+]>O1CCOCC1.O>[CH2:7]([C:4]1[NH:5][CH:6]=[C:2]([C:13]2[CH:14]=[CH:15][N:10]=[CH:11][CH:12]=2)[N:3]=1)[CH2:8][CH3:9] |f:2.3.4,5.6|. Procedure details: [step 1] 4-Iodo-2-propylimidazole obtained in Reference Example A16 was dissolved in dioxane/water (2 mL/1 mL), 4-pyridineboronic acid (0.108 g, 0.889 mmol), 1,1-bisdiphenylphosphinoferrocene dichloropalladium (0.052 g, 0.064 mmol) and sodium carbonate (0.202 g, 1.91 mmol) were added, and the mixture was heated under reflux for 3 hr. The reaction mixture was concentrated under reduced pressure, and the obtained residue was purified by silica gel column chromatography (hexane/ethyl acetate=1/2) t...